describe an organic reaction: reactants, conditions, products, and yield From a dataset of the Open Reaction Database (ORD), a public repository of structured organic reaction records. Starting materials: ClC=1C=CC(=C(C1)S(=O)(=O)Cl)OC (5-chloro-2-methoxy-benzenesulfonyl chloride), COC(=O)C=1C=CC2=C(NCCO2)C1 (3,4-dihydro-2H-benzo[1,4]oxazine-6-carboxylic acid methyl ester). The solvent is ClCCl (dichloromethane), N1=CC=CC=C1 (pyridine), ClCCl (dichloro-methane). Conditions: time 8 hour. The product is COC(=O)C=1C=CC2=C(N(CCO2)S(=O)(=O)C2=C(C=CC(=C2)Cl)OC)C1 (4-(5-chloro-2-methoxy-benzenesulfonyl)-3,4-dihydro-2H-benzo[1,4]oxazine-6-carboxylic acid methyl ester). Reaction SMILES: [Cl:1][C:2]1[CH:3]=[CH:4][C:5]([O:12][CH3:13])=[C:6]([S:8](Cl)(=[O:10])=[O:9])[CH:7]=1.[CH3:14][O:15][C:16]([C:18]1[CH:19]=[CH:20][C:21]2[O:26][CH2:25][CH2:24][NH:23][C:22]=2[CH:27]=1)=[O:17]>ClCCl.N1C=CC=CC=1>[CH3:14][O:15][C:16]([C:18]1[CH:19]=[CH:20][C:21]2[O:26][CH2:25][CH2:24][N:23]([S:8]([C:6]3[CH:7]=[C:2]([Cl:1])[CH:3]=[CH:4][C:5]=3[O:12][CH3:13])(=[O:10])=[O:9])[C:22]=2[CH:27]=1)=[O:17]. Reported procedure: To a solution of 5-chloro-2-methoxy-benzenesulfonyl chloride (4.7 g, 19.7 mmol, 1.05 equiv.) in dichloromethane (60 mL) and pyridine (25 mL) was added a solution of 3,4-dihydro-2H-benzo[1,4]oxazine-6-carboxylic acid methyl ester (3.6 g, 18.8 mmol, 1 equiv.) in dichloro-methane (60 mL). The mixture was stirred at room temperature overnight then the solvent was removed. The residue was purified by flash chromatography to yield 4-(5-chloro-2-methoxy-benzenesulfonyl)-3,4-dihydro-2H-benzo[1,4]oxazine... The reactants are C(C)(C)(C)OC(=O)N1CCC(CC1)O (1-t-butoxycarbonyl-4-hydroxypiperidine), FC(C1=C(C=CC(=C1)[N+](=O)[O-])O)(F)F (2-trifluoromethyl-4-nitrophenol), FC(C=1C=C(C=CC1)[N+](=O)[O-])(F)F (3-trifluoromethylnitrobenzene), C1(=CC=CC=C1)P(C1=CC=CC=C1)C1=CC=CC=C1 (triphenylphosphine), N(=NC(=O)OCC)C(=O)OCC (diethyl azodicarboxylate). Solvent: ClCCl (dichloromethane). Reaction conditions: time 24 hour. Product: C(C)(C)(C)OC(=O)N1CCC(CC1)OC1=C(C=C(C=C1)[N+](=O)[O-])C(F)(F)F (4-(1-t-Butoxycarbonylpiperidin-4-yloxy)-3-trifluoromethylnitrobenzene). Yield: 87.7%. As a reaction SMILES: [C:1]([O:5][C:6]([N:8]1[CH2:13][CH2:12][CH:11]([OH:14])[CH2:10][CH2:9]1)=[O:7])([CH3:4])([CH3:3])[CH3:2].[F:15][C:16]([F:28])([F:27])[C:17]1[CH:22]=[C:21]([N+:23]([O-:25])=[O:24])[CH:20]=[CH:19][C:18]=1O.FC(F)(F)C1C=C([N+]([O-])=O)C=CC=1.C1(P(C2C=CC=CC=2)C2C=CC=CC=2)C=CC=CC=1.N(C(OCC)=O)=NC(OCC)=O>ClCCl>[C:1]([O:5][C:6]([N:8]1[CH2:13][CH2:12][CH:11]([O:14][C:18]2[CH:19]=[CH:20][C:21]([N+:23]([O-:25])=[O:24])=[CH:22][C:17]=2[C:16]([F:15])([F:27])[F:28])[CH2:10][CH2:9]1)=[O:7])([CH3:4])([CH3:2])[CH3:3]. Procedure: To a solution of 1-t-butoxycarbonyl-4-hydroxypiperidine (1.45 g), 2-trifluoromethyl-4-nitrophenol (1.38 g) [which was prepared from 3-trifluoromethylnitrobenzene according to the method described in J. Org. Chem., 63 4199 (1998)] and triphenylphosphine (2.27 g) in dichloromethane (65 ml) was added dropwise diethyl azodicarboxylate (1.4 ml) in an ice bath and the mixture was stirred at room temperature for 24 hours. The reaction mixture was concentrated in vacuo. The residue was purified by chrom... The reactants are OBO, Brc1ccccc1, Cc1cc(-c2ccc(C(F)(F)F)nc2)cc(OS(=O)(=O)C(F)(F)F)n1. The product is Cc1cc(-c2ccc(C(F)(F)F)nc2)cc(-c2cccc(Br)c2)n1. Reaction SMILES: [BH:26]([OH:27])[OH:28].[Br:29][c:30]1[cH:31][cH:32][cH:33][cH:34][cH:35]1.[CH3:1][c:2]1[cH:3][c:4](-[c:16]2[cH:17][n:18][c:19]([C:22]([F:23])([F:24])[F:25])[cH:20][cH:21]2)[cH:5][c:6]([O:8][S:9]([C:10]([F:11])([F:12])[F:13])(=[O:14])=[O:15])[n:7]1>>[CH3:1][c:2]1[cH:3][c:4](-[c:16]2[cH:17][n:18][c:19]([C:22]([F:23])([F:24])[F:25])[cH:20][cH:21]2)[cH:5][c:6](-[c:34]2[cH:33][cH:32][cH:31][c:30]([Br:29])[cH:35]2)[n:7]1. The reactants are [K] (potassium), C(C)(C)(C)NCC(CO)O (1-tert.butylamino-2,3-dihydroxypropane), ClC1=NC=CC2=C1C=C(S2)C (4-chloro-2-methylthieno[3,2-c]pyridine). The solvent is C(C)(C)(C)O (tert.butanol). Run at time 1 day. Yields the product C(C)(C)(C)NCC(COC1=NC=CC2=C1C=C(S2)C)O (1-tert.butylamino-3-(2-methyl-4-thieno[3,2-c]pyridinyloxy)-2-propanol). Reaction SMILES: [K].[C:2]([NH:6][CH2:7][CH:8]([OH:11])[CH2:9][OH:10])([CH3:5])([CH3:4])[CH3:3].Cl[C:13]1[C:18]2[CH:19]=[C:20]([CH3:22])[S:21][C:17]=2[CH:16]=[CH:15][N:14]=1>C(O)(C)(C)C>[C:2]([NH:6][CH2:7][CH:8]([OH:11])[CH2:9][O:10][C:13]1[C:18]2[CH:19]=[C:20]([CH3:22])[S:21][C:17]=2[CH:16]=[CH:15][N:14]=1)([CH3:5])([CH3:4])[CH3:3] |^1:0|. Reported procedure: 0.49 g of potassium are dissolved with heating in 60 cc of tert.butanol. After cooling, 1.5 g of 1-tert.butylamino-2,3-dihydroxypropane was added and subsequently 1.85 g of 4-chloro-2-methylthieno[3,2-c]pyridine was added. After stirring for one day at room temperature, heating is effected to 50° for a further day. The reaction solution is concentrated in a vacuum, the residue is taken up in 1 N hydrochloric acid and ether, the aqueous phase is neutralized with 2 N soda solution and extracted wi... Starting materials: BrC=1C=CC(=C(C1)NC(CC(C)(C)C)=O)NCC1CC1 (N-{5-bromo-2-[(cyclopropylmethyl)amino]phenyl}-3,3-dimethylbutanamide), O.C1(=CC=C(C=C1)S(=O)(=O)O)C (p-toluenesulfonic acid monohydrate), O (Water), N (ammonia). The solvent is C1(=CC=CC=C1)C (toluene). Product: BrC1=CC2=C(N(C(=N2)CC(C)(C)C)CC2CC2)C=C1 (5-Bromo-1-(cyclopropylmethyl)-2-(2,2-dimethylpropyl)-1H-benzimidazole). The yield is 90.5%. Reaction SMILES: [Br:1][C:2]1[CH:3]=[CH:4][C:5]([NH:16][CH2:17][CH:18]2[CH2:20][CH2:19]2)=[C:6]([NH:8][C:9](=O)[CH2:10][C:11]([CH3:14])([CH3:13])[CH3:12])[CH:7]=1.O.C1(C)C=CC(S(O)(=O)=O)=CC=1.O.N>C1(C)C=CC=CC=1>[Br:1][C:2]1[CH:3]=[CH:4][C:5]2[N:16]([CH2:17][CH:18]3[CH2:20][CH2:19]3)[C:9]([CH2:10][C:11]([CH3:14])([CH3:13])[CH3:12])=[N:8][C:6]=2[CH:7]=1 |f:1.2|. Reported procedure: A mixture of N-{5-bromo-2-[(cyclopropylmethyl)amino]phenyl}-3,3-dimethylbutanamide (Step C, 761 mg, 2.24 mmol) and p-toluenesulfonic acid monohydrate (426 mg, 2.24 mmol) in toluene (40 mL) was stirred under reflux for 23 h with Dean-Stark apparatus. Water (10 mL) and aqueous ammonia (5 mL) were added and the mixture was extracted with ethyl acetate (20 mL×2). The organic extracts were dried over sodium sulfate and concentrated. The residue was purified by column chromatography on silica gel (hex... Starting materials: Cl (HCl), C(C)OC(=O)C1=CN(C2=C(C(=C(C=C2C1=O)F)N1CC2(OCCO2)C(C1)N)F)C1CC1 (1-Cyclopropyl-6,8-difluoro-7-(9-amino-1,4-dioxa-7-azaspiro[4.4]non-7-yl)-1,4-dihydro-4-oxo-3-quinolinecarboxylic acid ethyl ester). Solvent: O (water). Reaction conditions: time 2 hour. The product is C1(CC1)N1C=C(C(C2=CC(=C(C(=C12)F)N1CC2(OCCO2)C(C1)N)F)=O)C(=O)O (1-Cyclopropyl-6,8-difluoro-7-(9-amino-1,4-dioxa-7-azaspiro[4.4]non-7-yl)-1,4-dihydro-4-oxo-3-quinolinecarboxylic acid). As a reaction SMILES: C([O:3][C:4]([C:6]1[C:15](=[O:16])[C:14]2[C:9](=[C:10]([F:28])[C:11]([N:18]3[CH2:26][CH:25]([NH2:27])[C:20]4([O:24][CH2:23][CH2:22][O:21]4)[CH2:19]3)=[C:12]([F:17])[CH:13]=2)[N:8]([CH:29]2[CH2:31][CH2:30]2)[CH:7]=1)=[O:5])C.Cl>O>[CH:29]1([N:8]2[C:9]3[C:14](=[CH:13][C:12]([F:17])=[C:11]([N:18]4[CH2:26][CH:25]([NH2:27])[C:20]5([O:21][CH2:22][CH2:23][O:24]5)[CH2:19]4)[C:10]=3[F:28])[C:15](=[O:16])[C:6]([C:4]([OH:5])=[O:3])=[CH:7]2)[CH2:30][CH2:31]1. Reported procedure: The ester from Step 1 was hydrolyzed via the procedure of Step 7 Example 208. The solution was poured into 25 mL of water, conc. HCl added to adjust the solution to pH 1, and the water removed under vacuum. The crude product was stirred with 80 mL of 1:1 methanol/methylene chloride for 2 hours and the insoluble salts filtered off. The filtrate was evaporated to dryness to afford 0.444 g of the title compound as the hydrochloride salt., mp 224°-226° C., MS (DCl) M/Z 408 (M+H); NMR (TFA/AA) d 1.49... The reactants are Cl.CS(=O)(=O)CC(=O)O (2-(methylsulfonyl)acetic acid hydrochloride), C(C1=CC=CC=C1)[C@@H]1C[C@H](NC1)C(=O)NC1=CC=C(C=C1)OC1=CC=C(C=C1)F ((2S,4R)-4-benzyl-N-(4-(4-fluorophenoxy)phenyl)pyrrolidine-2-carboxamide). Yields the product Compound 87, C(C1=CC=CC=C1)[C@@H]1C[C@H](N(C1)C(CS(=O)(=O)C)=O)C(=O)NC1=CC=C(C=C1)OC1=CC=C(C=C1)F ((2S,4R)-4-benzyl-N-(4-(4-fluorophenoxy)phenyl)-1-(2-(methylsulfonyl)acetyl)pyrrolidine-2-carboxamide). Yield: 24.8%. Reaction SMILES: Cl.[CH3:2][S:3]([CH2:6][C:7]([OH:9])=O)(=[O:5])=[O:4].[CH2:10]([C@H:17]1[CH2:21][NH:20][C@H:19]([C:22]([NH:24][C:25]2[CH:30]=[CH:29][C:28]([O:31][C:32]3[CH:37]=[CH:36][C:35]([F:38])=[CH:34][CH:33]=3)=[CH:27][CH:26]=2)=[O:23])[CH2:18]1)[C:11]1[CH:16]=[CH:15][CH:14]=[CH:13][CH:12]=1>>[CH2:10]([C@H:17]1[CH2:21][N:20]([C:7](=[O:9])[CH2:6][S:3]([CH3:2])(=[O:5])=[O:4])[C@H:19]([C:22]([NH:24][C:25]2[CH:30]=[CH:29][C:28]([O:31][C:32]3[CH:33]=[CH:34][C:35]([F:38])=[CH:36][CH:37]=3)=[CH:27][CH:26]=2)=[O:23])[CH2:18]1)[C:11]1[CH:12]=[CH:13][CH:14]=[CH:15][CH:16]=1 |f:0.1|. Procedure: Proceeding as in Example 1, but substituting 2-(methylsulfonyl)acetic acid hydrochloride and (2S,4R)-4-benzyl-N-(4-(4-fluorophenoxy)phenyl)pyrrolidine-2-carboxamide, gave Compound 87, (2S,4R)-4-benzyl-N-(4-(4-fluorophenoxy)phenyl)-1-(2-(methylsulfonyl)acetyl)pyrrolidine-2-carboxamide (7.6 mg, 24.8%). Major isomer: 1H-NMR (400 MHz, DMSO-D6): σ 9.96 (s, 1H), 7.55 (m, 2H), 7.27 (m, 2H), 7.23-7.16 (m, 7H), 6.94 (m, 2H), 4.50 (m, 1H), 4.38 (d, 2H), 3.82 (m, 1H), 3.35 (m, 1H), 3.08 (s, 3H), 2.63 (m, 3... Reactants: BrC=1C(=NC=C(C(=O)NC2=CC(=C(C=C2)SC(F)(F)F)F)C1)N1C[C@@H](CC1)O ((R)-5-bromo-N-(3-fluoro-4-((trifluoromethyl)thio)phenyl)-6-(3-hydroxypyrrolidin-1-yl)nicotinamide), N1N=CC=C1 (1H-pyrazole). The product is FC=1C=C(C=CC1SC(F)(F)F)NC(C1=CN=C(C(=C1)C1=CC=NN1)N1C[C@@H](CC1)O)=O ((R)—N-(3-Fluoro-4-((trifluoromethyl)thio)phenyl)-6-(3-hydroxypyrrolidin-1-yl)-5-(1H-pyrazol-5-yl)nicotinamide). As a reaction SMILES: Br[C:2]1[C:3]([N:23]2[CH2:27][CH2:26][C@@H:25]([OH:28])[CH2:24]2)=[N:4][CH:5]=[C:6]([CH:22]=1)[C:7]([NH:9][C:10]1[CH:15]=[CH:14][C:13]([S:16][C:17]([F:20])([F:19])[F:18])=[C:12]([F:21])[CH:11]=1)=[O:8].[NH:29]1[CH:33]=[CH:32][CH:31]=[N:30]1>>[F:21][C:12]1[CH:11]=[C:10]([NH:9][C:7](=[O:8])[C:6]2[CH:22]=[C:2]([C:31]3[NH:30][N:29]=[CH:33][CH:32]=3)[C:3]([N:23]3[CH2:27][CH2:26][C@@H:25]([OH:28])[CH2:24]3)=[N:4][CH:5]=2)[CH:15]=[CH:14][C:13]=1[S:16][C:17]([F:20])([F:19])[F:18]. Reported procedure: The title compound was prepared in an analogous fashion to that described in Stage 13.1 using (R)-5-bromo-N-(3-fluoro-4-((trifluoromethyl)thio)phenyl)-6-(3-hydroxypyrrolidin-1-yl)nicotinamide (Stage 15.2) and 5-(4,4,5,5-tetramethyl-1,3,2-dioxaborolan-2-yl)-1-(2-(trimethylsilyl)ethoxy)methyl)-1H-pyrazole to afford a yellow resin. UPLC-MS (Condition 3) tR=1.33 min, m/z=598.4 [M+H]+, m/z=596.5 [M−H]−. Starting materials: [Cl-].[Na+] (sodium chloride), C(CCC)[Sn](C1=NC=CC=C1)(CCCC)CCCC (2-tributylstannylpyridine), [N+](=O)([O-])C1=C(C=CC=C1)I (ortho-nitroiodobenzene), dichlorobis(triphenlylphosphine)palladium. The solvent is O1CCCC1 (tetrahydrofuran). Product: N1=C(C=CC=C1)C1=C(C=CC=C1)[N+](=O)[O-] (ortho-(2-pyridyl)nitrobenzene). Isolated yield 24.0%. Reaction SMILES: C([Sn](CCCC)(CCCC)[C:6]1[CH:11]=[CH:10][CH:9]=[CH:8][N:7]=1)CCC.[N+:20]([C:23]1[CH:28]=[CH:27][CH:26]=[CH:25][C:24]=1I)([O-:22])=[O:21].[Cl-].[Na+]>O1CCCC1>[N:7]1[CH:8]=[CH:9][CH:10]=[CH:11][C:6]=1[C:24]1[CH:25]=[CH:26][CH:27]=[CH:28][C:23]=1[N+:20]([O-:22])=[O:21] |f:2.3|. Procedure details: The reaction of 8.0 g (0.022 mole) of 2-tributylstannylpyridine with 4.92 g (0.020 mole) of ortho-nitroiodobenzene was carried out in the presence of 0.70 g (0.001 mole) of dichlorobis(triphenlylphosphine)palladium in 100 ml of tetrahydrofuran at 110° C. After 24 hours from the start of the reaction, a saturated aqueous sodium chloride solution was added to the reaction mixture and the reaction product was extracted with ether. The ether layer was then washed with a saturated aqueous sodium chlo...